From a dataset of the Open Reaction Database (ORD), a public repository of structured organic reaction records. describe an organic reaction: reactants, conditions, products, and yield Starting materials: OCCOCCOCCOC1=CC=C(C=C(C(=O)OC)N=[N+]=[N-])C=C1 (Methyl 4-[(2-(2-hydroxyethoxy)ethoxy)ethoxy]-α-azidocinnamate). Run in C=1(C(=CC=CC1)C)C (xylene). Product: OCCOCCOCCOC1=CC=C2C=C(NC2=C1)C(=O)OC (Methyl 6-[(2-(2-hydroxyethoxy)ethoxy)ethoxy]indole-2-carboxylate). As a reaction SMILES: [OH:1][CH2:2][CH2:3][O:4][CH2:5][CH2:6][O:7][CH2:8][CH2:9][O:10][C:11]1[CH:25]=[CH:24][C:14]([CH:15]=[C:16]([N:21]=[N+]=[N-])[C:17]([O:19][CH3:20])=[O:18])=[CH:13][CH:12]=1>C1(C)C(C)=CC=CC=1>[OH:1][CH2:2][CH2:3][O:4][CH2:5][CH2:6][O:7][CH2:8][CH2:9][O:10][C:11]1[CH:25]=[C:24]2[C:14]([CH:15]=[C:16]([C:17]([O:19][CH3:20])=[O:18])[NH:21]2)=[CH:13][CH:12]=1. Procedure: Methyl 4-[(2-(2-hydroxyethoxy)ethoxy)ethoxyl-α-azidocinnamate (IV, EXAMPLE 2, 3.0 g) is dissolved in xylene (86 ml) and quickly heated to reflux. TLC indicates disappearance of starting material, the reaction is cooled to 20°-25° and the material is purified by flash column chromatography eluting with ethyl acetate/hexane (75/25). The appropriate tractions are pooled and concentrated to give the title compound, MS theory=323.1369, found =323.1366. The reactants are COC1=CC=C(C=C1)N(C(=O)C=1C2=CC=CC=C2N=C2C=CC=CC12)S(=O)(=O)C1=CC=C(C=C1)CCC(=O)OCC1=CC=CC=C1 (N-(4-Methoxyphenyl)-N-[4-(2-benzyloxycarbonylethyl)benzenesulfonyl]acridine-9-carboxamide), Br (HBr), C(C)(C)OC(C)C (diisopropyl ether). The product is Br.COC1=CC=C(C=C1)N(C(=O)C=1C2=CC=CC=C2N=C2C=CC=CC12)S(=O)(=O)C1=CC=C(C=C1)CCC(=O)O (N-(4-Methoxyphenyl)-N-[4-(2-carboxyethyl)benzenesulfonyl]-acridine-9-carboxamide hydrobromide). RXN SMILES: [CH3:1][O:2][C:3]1[CH:8]=[CH:7][C:6]([N:9]([S:26]([C:29]2[CH:34]=[CH:33][C:32]([CH2:35][CH2:36][C:37]([O:39]CC3C=CC=CC=3)=[O:38])=[CH:31][CH:30]=2)(=[O:28])=[O:27])[C:10]([C:12]2[C:13]3[C:18]([N:19]=[C:20]4[C:25]=2[CH:24]=[CH:23][CH:22]=[CH:21]4)=[CH:17][CH:16]=[CH:15][CH:14]=3)=[O:11])=[CH:5][CH:4]=1.C(OC(C)C)(C)C.[BrH:54]>>[BrH:54].[CH3:1][O:2][C:3]1[CH:8]=[CH:7][C:6]([N:9]([S:26]([C:29]2[CH:30]=[CH:31][C:32]([CH2:35][CH2:36][C:37]([OH:39])=[O:38])=[CH:33][CH:34]=2)(=[O:28])=[O:27])[C:10]([C:12]2[C:25]3[C:20]([N:19]=[C:18]4[C:13]=2[CH:14]=[CH:15][CH:16]=[CH:17]4)=[CH:21][CH:22]=[CH:23][CH:24]=3)=[O:11])=[CH:5][CH:4]=1 |f:3.4|. Reported procedure: 6.3 g of (3) in 30 ml of 33% HBr/glacial acetic acid are ##STR16## heated at 60° C. for 2 hours and, after cooling, 60 ml of diisopropyl ether are added, and the precipitate is filtered off with suction and dried in vacuo: Reactants: CC1CN(c2ccc3c4c(cccc24)CC3)CCN1, CS(=O)(=O)Cl, CS(=O)(=O)OCCC1OCCc2cc(C(N)=O)ccc21, CS(=O)(=O)O, O=S1(=O)CCCN1c1ccc2c(c1)CCOC2CCO. The product is CC1CN(c2ccc3c4c(cccc24)CC3)CCN1CCC1OCCc2cc(N3CCCS3(=O)=O)ccc21. Reaction SMILES: [CH2:51]1[CH2:52][c:53]2[cH:54][cH:55][c:56]([N:63]3[CH2:64][CH:65]([CH3:69])[NH:66][CH2:67][CH2:68]3)[c:57]3[cH:58][cH:59][cH:60][c:61]1[c:62]23.[CH3:21][S:22](=[O:23])(=[O:24])[Cl:25].[CH3:26][S:27]([O:28][CH2:29][CH2:30][CH:31]1[c:32]2[cH:33][cH:34][c:35]([C:36]([NH2:37])=[O:38])[cH:39][c:40]2[CH2:41][CH2:42][O:43]1)(=[O:44])=[O:45].[CH3:46][S:47]([OH:48])(=[O:49])=[O:50].[O:1]=[S:2]1(=[O:20])[N:3]([c:7]2[cH:8][cH:9][c:10]3[c:11]([cH:19]2)[CH2:12][CH2:13][O:14][CH:15]3[CH2:16][CH2:17][OH:18])[CH2:4][CH2:5][CH2:6]1>>[O:1]=[S:2]1(=[O:20])[N:3]([c:7]2[cH:8][cH:9][c:10]3[c:11]([cH:19]2)[CH2:12][CH2:13][O:14][CH:15]3[CH2:16][CH2:17][N:66]2[CH:65]([CH3:69])[CH2:64][N:63]([c:56]3[cH:55][cH:54][c:53]4[c:62]5[c:57]3[cH:58][cH:59][cH:60][c:61]5[CH2:51][CH2:52]4)[CH2:68][CH2:67]2)[CH2:4][CH2:5][CH2:6]1. Starting materials: NC=1C=NC=CC1 (3-aminopyridine), ClCCN=C=O (2-chloroethylisocyanate). Run at time 5 hour. Yields the product ClCCNC(=O)NC=1C=NC=CC1 (N-(2-chloroethyl)-N'-(3-pyridyl) urea). Isolated yield 99.9%. As a reaction SMILES: [NH2:1][C:2]1[CH:3]=[N:4][CH:5]=[CH:6][CH:7]=1.[Cl:8][CH2:9][CH2:10][N:11]=[C:12]=[O:13]>>[Cl:8][CH2:9][CH2:10][NH:11][C:12]([NH:1][C:2]1[CH:3]=[N:4][CH:5]=[CH:6][CH:7]=1)=[O:13]. Reported procedure: To a solution of 150 g of 3-aminopyridine dissolved in 1000 ml of tuluene, 176 g of 2-chloroethylisocyanate was added dropwise over 30 minutes under cooling. After stirring at room temperature for 5 hours, the precipitated crystals were collected by filtration to give 318 g of N-(2-chloroethyl)-N'-(3-pyridyl) urea.